Task: describe an organic reaction: reactants, conditions, products, and yield. Dataset: the Open Reaction Database (ORD), a public repository of structured organic reaction records Reaction conditions: time 18 hour. Reaction SMILES: [P:1]([O:13][CH2:14][C@@:15]1([CH2:30][NH:31]C(=O)C(F)(F)F)[O:19][C@@H:18]([N:20]2[CH:28]=[C:26]([CH3:27])[C:24](=[O:25])[NH:23][C:21]2=[O:22])[CH2:17][C@@H:16]1[OH:29])([O:4][P:5]([O:8][P:9]([OH:12])([OH:11])=[O:10])([OH:7])=[O:6])(=[O:3])[OH:2]>N>[P:1]([O:13][CH2:14][C@@:15]1([CH2:30][NH2:31])[O:19][C@@H:18]([N:20]2[CH:28]=[C:26]([CH3:27])[C:24](=[O:25])[NH:23][C:21]2=[O:22])[CH2:17][C@@H:16]1[OH:29])([O:4][P:5]([O:8][P:9]([OH:11])([OH:12])=[O:10])([OH:7])=[O:6])(=[O:2])[OH:3]. The solvent is N (ammonia). Starting materials: P(O)(=O)(OP(=O)(O)OP(=O)(O)O)OC[C@@]1([C@H](C[C@@H](O1)N1C(=O)NC(=O)C(C)=C1)O)CNC(C(F)(F)F)=O (4′-C-(N-trifluoroacetylaminomethyl)thymidine triphosphate). The product is P(O)(=O)(OP(=O)(O)OP(=O)(O)O)OC[C@@]1([C@H](C[C@@H](O1)N1C(=O)NC(=O)C(C)=C1)O)CN (4′-C-(Aminomethyl)thymidine triphosphate). Reported procedure: 4′-C-(N-trifluoroacetylaminomethyl)thymidine triphosphate (8) was dissolved in concentrated aqueous ammonia solution and allowed to stand for 18 hours at ambient temperature. The solution was then lyophilised to give the title compound (9) as a white powder. The reactants are N1=CC=C(C=C1)SC1=C(SC=C1)C=O (3-(pyridin-4-ylsulfanyl)thiophene-2-carbaldehyde), COC(CN1C(=CC2=CC(=CC=C12)F)C)=O ((5-fluoro-2-methylindol-1-yl)acetic acid methyl ester), C(C)[SiH](CC)CC (triethylsilane), FC(C(=O)O)(F)F (trifluoroacetic acid). Solvent: ClCCCl (1,2-dichloroethane), ClCCl (dichloromethane), ClCCCl (1,2-dichloroethane). Run at time 48 hour. The product is COC(CN1C(=C(C2=CC(=CC=C12)F)CC=1SC=CC1SC1=CC=NC=C1)C)=O ({5-fluoro-2-methyl-3-[3-(pyridin-4-ylsulfanyl)thiophen-2-ylmethyl]indol-1-yl}acetic acid methyl ester). Isolated yield 95.8%. Reaction SMILES: [N:1]1[CH:6]=[CH:5][C:4]([S:7][C:8]2[CH:12]=[CH:11][S:10][C:9]=2[CH:13]=O)=[CH:3][CH:2]=1.[CH3:15][O:16][C:17](=[O:30])[CH2:18][N:19]1[C:27]2[C:22](=[CH:23][C:24]([F:28])=[CH:25][CH:26]=2)[CH:21]=[C:20]1[CH3:29].C([SiH](CC)CC)C.FC(F)(F)C(O)=O>ClCCl.ClCCCl>[CH3:15][O:16][C:17](=[O:30])[CH2:18][N:19]1[C:27]2[C:22](=[CH:23][C:24]([F:28])=[CH:25][CH:26]=2)[C:21]([CH2:13][C:9]2[S:10][CH:11]=[CH:12][C:8]=2[S:7][C:4]2[CH:3]=[CH:2][N:1]=[CH:6][CH:5]=2)=[C:20]1[CH3:29]. Procedure: A mixture of 3-(pyridin-4-ylsulfanyl)thiophene-2-carbaldehyde (1.3 g), (5-fluoro-2-methylindol-1-yl)acetic acid methyl ester (1.3 g) and 1,2-dichloroethane (30 mL) at −10° C. was treated with a mixture of triethylsilane (5.8 mL), trifluoroacetic acid (2.4 mL) and 1,2-dichloroethane (20 mL), and the resulting mixture was stirred at room temperature for 48 hours. The mixture was diluted with dichloromethane, washed with aqueous sodium bicarbonate solution and concentrated under reduced pressure. T... Reactants: CC=1C=C2C3(C(N(C2=CC1)CCC1CCN(CC1)CC1=CC=CC=C1)=O)OCCO3 (5'-Methyl-1'-[2-[1-(phenylmethyl)-4-piperidinyl]ethyl]spiro[1,3-dioxolane-2,3'-[3H]-indol]-2'(1'H)-one), Cl (hydrochloric acid), C([O-])(O)=O.[Na+] (sodium bicarbonate). The solvent is O1CCCC1 (tetrahydrofuran). Yields the product CC=1C=C2C(C(N(C2=CC1)CCC1CCN(CC1)CC1=CC=CC=C1)=O)=O (5-Methyl-1-[2-[1-(phenylmethyl)-4-piperidinyl]ethyl]-1H-indole-2,3-dione). RXN SMILES: [CH3:1][C:2]1[CH:3]=[C:4]2[C:8](=[CH:9][CH:10]=1)[N:7]([CH2:11][CH2:12][CH:13]1[CH2:18][CH2:17][N:16]([CH2:19][C:20]3[CH:25]=[CH:24][CH:23]=[CH:22][CH:21]=3)[CH2:15][CH2:14]1)[C:6](=[O:26])[C:5]12OCC[O:27]1.Cl.C(=O)(O)[O-].[Na+]>O1CCCC1>[CH3:1][C:2]1[CH:3]=[C:4]2[C:8](=[CH:9][CH:10]=1)[N:7]([CH2:11][CH2:12][CH:13]1[CH2:18][CH2:17][N:16]([CH2:19][C:20]3[CH:25]=[CH:24][CH:23]=[CH:22][CH:21]=3)[CH2:15][CH2:14]1)[C:6](=[O:26])[C:5]2=[O:27] |f:2.3|. Procedure details: The compound of Example 101 (850 mg) in tetrahydrofuran (30 ml) was treated with 3M hydrochloric acid (17 ml). The mixture was heated under reflux overnight, then cooled, and neutralised by the addition of aqueous sodium bicarbonate. The mixture was extracted with dichloromethane. The extracts were washed, dried and evaporated and the residue was purified by flash chromatography to give the title compound. Starting materials: ClC1=NC2=C(C(=CC=C2C=N1)OC)C(C)C (2-chloro-7-methoxy-8-(2-propyl)quinazoline), NC1=CC=CC=C1 (aniline), C(C)#N (acetonitrile). Conditions: temperature 90 celsius. The product is C1(CCCC1)C=1C(=CC=C2C=NC(=NC12)NC1=CC=CC=C1)OC ((8-Cyclopentyl-7-methoxy-quinazolin-2-yl)-phenyl-amine). Isolated yield 37.0%. RXN SMILES: Cl[C:2]1[N:11]=[CH:10][C:9]2[C:4](=[C:5]([CH:14]([CH3:16])[CH3:15])[C:6]([O:12][CH3:13])=[CH:7][CH:8]=2)[N:3]=1.[NH2:17][C:18]1[CH:23]=[CH:22][CH:21]=[CH:20][CH:19]=1.[C:24](#N)[CH3:25]>>[CH:14]1([C:5]2[C:6]([O:12][CH3:13])=[CH:7][CH:8]=[C:9]3[C:4]=2[N:3]=[C:2]([NH:17][C:18]2[CH:23]=[CH:22][CH:21]=[CH:20][CH:19]=2)[N:11]=[CH:10]3)[CH2:16][CH2:25][CH2:24][CH2:15]1. Reported procedure: A mixture of 2-chloro-7-methoxy-8-(2-propyl)quinazoline (200 mg, 0.76 mmol) and aniline (212 mg, 2.28 mmol) in acetonitrile (3 mL) was heated at 90° C. for 60 hours in a sealed tube. The solvent was removed under reduced pressure, to the residue 5% sodium carbonate solution was added. The product was extracted with ethyl acetate (3×40 mL). The combined organic extract was washed with brine, dried (Na2SO4), and concentrated. The product was purified on a column of silica gel to give the title com... The reactants are CC(C)(C)OC(=O)NC1CCN(C(=O)Nc2ncc(-c3cccc(OC(F)(F)F)c3)s2)CC1, O=C(O)C(F)(F)F. The product is NC1CCN(C(=O)Nc2ncc(-c3cccc(OC(F)(F)F)c3)s2)CC1. RXN SMILES: [F:1][C:2]([O:3][c:4]1[cH:5][c:6](-[c:10]2[cH:11][n:12][c:13]([NH:15][C:16](=[O:17])[N:18]3[CH2:19][CH2:20][CH:21]([NH:24][C:25](=[O:26])[O:27][C:28]([CH3:29])([CH3:30])[CH3:31])[CH2:22][CH2:23]3)[s:14]2)[cH:7][cH:8][cH:9]1)([F:32])[F:33].[OH:34][C:35]([C:36]([F:37])([F:38])[F:39])=[O:40]>>[F:1][C:2]([O:3][c:4]1[cH:5][c:6](-[c:10]2[cH:11][n:12][c:13]([NH:15][C:16](=[O:17])[N:18]3[CH2:19][CH2:20][CH:21]([NH2:24])[CH2:22][CH2:23]3)[s:14]2)[cH:7][cH:8][cH:9]1)([F:32])[F:33]. Reactants: O=Cc1c(OCc2ccccc2)ccc2ccccc12, CC(C)=O, [O-][Cl+][O-], NS(=O)(=O)O, [Na+], O. Product: O=C(O)c1c(OCc2ccccc2)ccc2ccccc12. As a reaction SMILES: [CH2:6]([c:7]1[cH:8][cH:9][cH:10][cH:11][cH:12]1)[O:13][c:14]1[c:15]([CH:24]=[O:25])[c:16]2[cH:17][cH:18][cH:19][cH:20][c:21]2[cH:22][cH:23]1.[CH3:30][C:31](=[O:32])[CH3:33].[Cl+:26]([O-:27])[O-:28].[NH2:1][S:2](=[O:3])(=[O:4])[OH:5].[Na+:29].[OH2:34]>>[CH2:6]([c:7]1[cH:8][cH:9][cH:10][cH:11][cH:12]1)[O:13][c:14]1[c:15]([C:24](=[O:25])[OH:27])[c:16]2[cH:17][cH:18][cH:19][cH:20][c:21]2[cH:22][cH:23]1. The reactants are BrC=1C=C2C(=NC1)NC(=C2)C (5-bromo-2-methyl-1H-pyrrolo[2,3-b]pyridine), B1(OC(C(O1)(C)C)(C)C)B2OC(C(O2)(C)C)(C)C (bis(pinacolato)diboron), ClCCl (dichloromethane), C(C)(=O)[O-].[K+] (potassium acetate), C(C)(C)(C)O[C@H](C(=O)OCC)C1=C(C2=C(N=C(S2)C2=CC(=NC=C2)Cl)C=C1C)C1=CC=C(C=C1)Cl ((S)-ethyl 2-tert-butoxy-2-(7-(4-chlorophenyl)-2-(2-chloropyridin-4-yl)-5-methylbenzo[d]thiazol-6-yl)acetate), C(=O)([O-])[O-].[K+].[K+] (K2CO3). The reagents and catalysts are C=1C=CC(=CC1)[P](C=2C=CC=CC2)(C=3C=CC=CC3)[Pd]([P](C=4C=CC=CC4)(C=5C=CC=CC5)C=6C=CC=CC6)([P](C=7C=CC=CC7)(C=8C=CC=CC8)C=9C=CC=CC9)[P](C=1C=CC=CC1)(C=1C=CC=CC1)C=1C=CC=CC1 (tetrakis(triphenylphosphine)palladium(0)). Solvent: O1CCOCC1 (dioxane), O (water). Run at temperature 100 celsius. The product is C(C)(C)(C)O[C@H](C(=O)OCC)C1=C(C2=C(N=C(S2)C2=CC(=NC=C2)C=2C=C3C(=NC2)NC(=C3)C)C=C1C)C1=CC=C(C=C1)Cl ((S)-ethyl 2-tert-butoxy-2-(7-(4-chlorophenyl)-5-methyl-2-(2-(2-methyl-1H-pyrrolo[2,3-b]pyridin-5-yl)pyridine-4-yl)benzo[d]thiazol-6-yl)acetate). As a reaction SMILES: Br[C:2]1[CH:3]=[C:4]2[CH:10]=[C:9]([CH3:11])[NH:8][C:5]2=[N:6][CH:7]=1.B1(B2OC(C)(C)C(C)(C)O2)OC(C)(C)C(C)(C)O1.ClCCl.C([O-])(=O)C.[K+].[C:38]([O:42][C@@H:43]([C:49]1[C:64]([CH3:65])=[CH:63][C:52]2[N:53]=[C:54]([C:56]3[CH:61]=[CH:60][N:59]=[C:58](Cl)[CH:57]=3)[S:55][C:51]=2[C:50]=1[C:66]1[CH:71]=[CH:70][C:69]([Cl:72])=[CH:68][CH:67]=1)[C:44]([O:46][CH2:47][CH3:48])=[O:45])([CH3:41])([CH3:40])[CH3:39].C([O-])([O-])=O.[K+].[K+]>O1CCOCC1.C1C=CC([P]([Pd]([P](C2C=CC=CC=2)(C2C=CC=CC=2)C2C=CC=CC=2)([P](C2C=CC=CC=2)(C2C=CC=CC=2)C2C=CC=CC=2)[P](C2C=CC=CC=2)(C2C=CC=CC=2)C2C=CC=CC=2)(C2C=CC=CC=2)C2C=CC=CC=2)=CC=1.O>[C:38]([O:42][C@@H:43]([C:49]1[C:64]([CH3:65])=[CH:63][C:52]2[N:53]=[C:54]([C:56]3[CH:61]=[CH:60][N:59]=[C:58]([C:2]4[CH:3]=[C:4]5[CH:10]=[C:9]([CH3:11])[NH:8][C:5]5=[N:6][CH:7]=4)[CH:57]=3)[S:55][C:51]=2[C:50]=1[C:66]1[CH:67]=[CH:68][C:69]([Cl:72])=[CH:70][CH:71]=1)[C:44]([O:46][CH2:47][CH3:48])=[O:45])([CH3:39])([CH3:40])[CH3:41] |f:3.4,6.7.8,^1:88,90,109,128|. Procedure: To a solution of 5-bromo-2-methyl-1H-pyrrolo[2,3-b]pyridine (60 mg, 0.284 mmol) in dioxane (3 mL) was added bis(pinacolato)diboron (87 mg, 0.341 mmol), [1,1′-Bis(diphenylphosphino)ferrocene]dichloropalladium(II) complex with dichloromethane (23 mg, 0.028 mmol), potassium acetate (84 mg, 0.852 mmol). The mixture was degassed and heated at 100° C. for 2 h. The mixture was cooled, and then added (S)-ethyl 2-tert-butoxy-2-(7-(4-chlorophenyl)-2-(2-chloropyridin-4-yl)-5-methylbenzo[d]thiazol-6-yl)acet...